This data is from the Open Reaction Database (ORD), a public repository of structured organic reaction records. The task is: describe an organic reaction: reactants, conditions, products, and yield As a reaction SMILES: [CH3:1][O:2][C:3]1[N:8]=[C:7]2[C:9]([C:13]3[N:23]([S:24]([C:27]4[CH:32]=[CH:31][C:30]([CH3:33])=[CH:29][CH:28]=4)(=[O:26])=[O:25])[C:16]4[N:17]=[CH:18][CH:19]=[C:20]([CH:21]=O)[C:15]=4[CH:14]=3)=[CH:10][N:11]([CH3:12])[C:6]2=[CH:5][C:4]=1[O:34][CH3:35].[N:36]1([CH2:42][CH2:43][CH2:44][NH2:45])[CH2:41][CH2:40][CH2:39][CH2:38][CH2:37]1>>[CH3:1][O:2][C:3]1[N:8]=[C:7]2[C:9]([C:13]3[N:23]([S:24]([C:27]4[CH:32]=[CH:31][C:30]([CH3:33])=[CH:29][CH:28]=4)(=[O:26])=[O:25])[C:16]4=[N:17][CH:18]=[CH:19][C:20]([CH2:21][NH:45][CH2:44][CH2:43][CH2:42][N:36]5[CH2:41][CH2:40][CH2:39][CH2:38][CH2:37]5)=[C:15]4[CH:14]=3)=[CH:10][N:11]([CH3:12])[C:6]2=[CH:5][C:4]=1[O:34][CH3:35]. Reactants: COC1=C(C=C2C(=N1)C(=CN2C)C2=CC1=C(N=CC=C1C=O)N2S(=O)(=O)C2=CC=C(C=C2)C)OC (2-(5,6-dimethoxy-1-methyl-1H-pyrrolo[3,2-b]pyridin-3-yl)-1-(toluene-4-sulfonyl)-1H-pyrrolo[2,3-b]pyridin-4-carbaldehyde), N1(CCCCC1)CCCN (3-piperidino-propylamine). Isolated yield 39.8%. Yields the product COC1=C(C=C2C(=N1)C(=CN2C)C2=CC=1C(=NC=CC1CNCCCN1CCCCC1)N2S(=O)(=O)C2=CC=C(C=C2)C)OC ([2-(5,6-dimethoxy-1-methyl-1H-pyrrolo[3,2-b]pyridin-3-yl)-1-(toluene-4-sulfonyl)-1H-pyrrolo[2,3-b]pyridin-4-ylmethyl]-(3-piperidin-1-ylpropyl)amine). Procedure details: The product is prepared by following the procedure described in example 34 stage (j), starting with 0.1 g of 2-(5,6-dimethoxy-1-methyl-1H-pyrrolo[3,2-b]pyridin-3-yl)-1-(toluene-4-sulfonyl)-1H-pyrrolo[2,3-b]pyridin-4-carbaldehyde and 0.145 g of 3-piperidino-propylamine instead of the cyclopropylamine used in example 34 stage (j). After purification by flash-pack chromatography (SiO2, dichloromethane/methanol/aqueous ammonia (28%) 40/5/0.5 by volume as eluents), 0.05 g of [2-(5,6-dimethoxy-1-methy... Reactants: C(CCCCC)N1CC2C(C2C1)(C)C=1C=C(C=CC1)N (3-(3-hexyl-6-methyl-3-azabicyclo[3.1.0]hex-6-yl)phenylamine), N1=CC=CC=C1 (pyridine), CS(=O)(=O)Cl (methane-sulfonylchloride). The solvent is ClCCl (dichloromethane). Run at time 48 hour. Product: C(CCCCC)N1CC2C(C2C1)(C)C=1C=C(C=CC1)NS(=O)(=O)C (N-[3-(3-Hexyl-6-methyl-3-azabicyclo[3.1.0]hex-6-yl)phenyl]methanesulfonamide). The yield is 82.3%. As a reaction SMILES: [CH2:1]([N:7]1[CH2:12][CH:11]2[CH:9]([C:10]2([C:14]2[CH:15]=[C:16]([NH2:20])[CH:17]=[CH:18][CH:19]=2)[CH3:13])[CH2:8]1)[CH2:2][CH2:3][CH2:4][CH2:5][CH3:6].N1C=CC=CC=1.[CH3:27][S:28](Cl)(=[O:30])=[O:29]>ClCCl>[CH2:1]([N:7]1[CH2:12][CH:11]2[CH:9]([C:10]2([C:14]2[CH:15]=[C:16]([NH:20][S:28]([CH3:27])(=[O:30])=[O:29])[CH:17]=[CH:18][CH:19]=2)[CH3:13])[CH2:8]1)[CH2:2][CH2:3][CH2:4][CH2:5][CH3:6]. Procedure: To a solution of 3-(3-hexyl-6-methyl-3-azabicyclo[3.1.0]hex-6-yl)phenylamine (Preparation 12, 200 mg, 0.735 mmol) in dichloromethane (5 ml) at room temperature was added pyridine (0.15 ml, 1.84 mmol) then dropwise over 5 minutes methane-sulfonylchloride (0.11 ml, 158 mg, 1.38 nimol). The mixture was stirred for 48 h, concentrated in vacuo and the residue was purified by silica (10 g) column chromatography eluting with 90:10:1 ethyl acetate:methanol:ammonia solution (0.880), then in 80:20:1 ethyl... Reactants: ClCCC1=CC(=C(C=C1C)NC(C)=O)C (N-[4-(2-Chloro-ethyl)-2,5-dimethyl-phenyl]-acetamide), Cl.N1(CCNCC1)C1=NNC2=CC=CC=C12 (3-piperazin-1-yl-1H-indazole hydrochloride). Product: N1N=C(C2=CC=CC=C12)N1CCN(CC1)CCC1=CC(=C(C=C1C)NC(C)=O)C (N-(4-{2-[4-(1H-INDAZOL-3-YL)-PIPERAZIN-1-YL]-ETHYL}-2.5-DIMETHYL-PHENYL)-ACETAMIDE). Reaction SMILES: Cl[CH2:2][CH2:3][C:4]1[C:9]([CH3:10])=[CH:8][C:7]([NH:11][C:12](=[O:14])[CH3:13])=[C:6]([CH3:15])[CH:5]=1.Cl.[N:17]1([C:23]2[C:31]3[C:26](=[CH:27][CH:28]=[CH:29][CH:30]=3)[NH:25][N:24]=2)[CH2:22][CH2:21][NH:20][CH2:19][CH2:18]1>>[NH:25]1[C:26]2[C:31](=[CH:30][CH:29]=[CH:28][CH:27]=2)[C:23]([N:17]2[CH2:18][CH2:19][N:20]([CH2:2][CH2:3][C:4]3[C:9]([CH3:10])=[CH:8][C:7]([NH:11][C:12](=[O:14])[CH3:13])=[C:6]([CH3:15])[CH:5]=3)[CH2:21][CH2:22]2)=[N:24]1 |f:1.2|. Procedure details: N-[4-(2-Chloro-ethyl)-2,5-dimethyl-phenyl]-acetamide (0.142 g, 0.631 mmol) was reacted with 3-piperazin-1-yl-1H-indazole hydrochloride (0.226 g, 0.946 mmol) according to the method outlined in Example 501. Reactants: CCc1nn(C2CCCC2)c2cc(C(=O)O)ccc12, Nc1cccc(Cl)c1. The product is CCc1nn(C2CCCC2)c2cc(C(=O)Nc3cccc(Cl)c3)ccc12. Reaction SMILES: [CH:1]1([n:6]2[n:7][c:8]([CH2:18][CH3:19])[c:9]3[cH:10][cH:11][c:12]([C:15](=[O:16])[OH:17])[cH:13][c:14]23)[CH2:2][CH2:3][CH2:4][CH2:5]1.[Cl:20][c:21]1[cH:22][c:23]([NH2:24])[cH:25][cH:26][cH:27]1>>[CH:1]1([n:6]2[n:7][c:8]([CH2:18][CH3:19])[c:9]3[cH:10][cH:11][c:12]([C:15](=[O:17])[NH:24][c:23]4[cH:22][c:21]([Cl:20])[cH:27][cH:26][cH:25]4)[cH:13][c:14]23)[CH2:2][CH2:3][CH2:4][CH2:5]1. Product: [Br-], COc1cc(C[PH](c2ccccc2)(c2ccccc2)c2ccccc2)cc(OC)c1OC. Starting materials: Cc1ccccc1, COc1cc(CBr)cc(OC)c1OC, c1ccc(P(c2ccccc2)c2ccccc2)cc1. Reaction SMILES: [CH3:34][c:35]1[cH:36][cH:37][cH:38][cH:39][cH:40]1.[O:1]([CH3:2])[c:3]1[cH:4][c:5]([CH2:6][Br:7])[cH:8][c:9]([O:13][CH3:14])[c:10]1[O:11][CH3:12].[c:15]1([P:21]([c:22]2[cH:23][cH:24][cH:25][cH:26][cH:27]2)[c:28]2[cH:29][cH:30][cH:31][cH:32][cH:33]2)[cH:16][cH:17][cH:18][cH:19][cH:20]1>>[Br-:7].[O:1]([CH3:2])[c:3]1[cH:4][c:5]([CH2:6][PH:21]([c:15]2[cH:16][cH:17][cH:18][cH:19][cH:20]2)([c:22]2[cH:23][cH:24][cH:25][cH:26][cH:27]2)[c:28]2[cH:29][cH:30][cH:31][cH:32][cH:33]2)[cH:8][c:9]([O:13][CH3:14])[c:10]1[O:11][CH3:12]. The reactants are COC(=O)c1cc(F)ccc1Br, CCO, Cc1ccccc1, Cc1cc(B(O)O)ccc1F, [NH4+], [Na+], [Na+], O=C([O-])[O-], [OH-], O. Product: COC(=O)c1cc(F)ccc1-c1ccc(F)c(C)c1. Reaction SMILES: [Br:12][c:13]1[c:14]([C:15](=[O:16])[O:17][CH3:18])[cH:19][c:20]([F:23])[cH:21][cH:22]1.[CH3:33][CH2:34][OH:35].[CH3:36][c:37]1[cH:38][cH:39][cH:40][cH:41][cH:42]1.[F:1][c:2]1[c:3]([CH3:11])[cH:4][c:5]([B:8]([OH:9])[OH:10])[cH:6][cH:7]1.[NH4+:30].[Na+:24].[Na+:25].[O-:26][C:27](=[O:28])[O-:29].[OH-:31].[OH2:32]>>[F:1][c:2]1[c:3]([CH3:11])[cH:4][c:5](-[c:13]2[c:14]([C:15](=[O:16])[O:17][CH3:18])[cH:19][c:20]([F:23])[cH:21][cH:22]2)[cH:6][cH:7]1. Starting materials: CSc1cc2n(c1C(=O)c1ccccc1)CCC2C(=O)O, CCOC(C)=O, CO, ClCCl, C=[N+]=[N-]. Product: COC(=O)C1CCn2c1cc(SC)c2C(=O)c1ccccc1. As a reaction SMILES: [C:1]([c:2]1[cH:3][cH:4][cH:5][cH:6][cH:7]1)(=[O:8])[c:9]1[c:10]([S:20][CH3:21])[cH:11][c:12]2[n:13]1[CH2:14][CH2:15][CH:16]2[C:17](=[O:18])[OH:19].[C:27]([O:28][CH2:29][CH3:30])(=[O:31])[CH3:32].[CH3:25][OH:26].[Cl:33][CH2:34][Cl:35].[N+:22](=[N-:23])=[CH2:24]>>[C:1]([c:2]1[cH:3][cH:4][cH:5][cH:6][cH:7]1)(=[O:8])[c:9]1[c:10]([S:20][CH3:21])[cH:11][c:12]2[n:13]1[CH2:14][CH2:15][CH:16]2[C:17](=[O:18])[O:19][CH3:24]. The reactants are COC1=C(C=CC(=C1)OC)C(=O)N1CC2CNCC2C1 ((2,4-Dimethoxy-phenyl)-(hexahydro-pyrrolo[3,4-c]pyrrol-2-yl)-methanone), ClC1=NC(=CC=C1)C (2-chloro-6-methyl-pyridine). The product is COC1=C(C=CC(=C1)OC)C(=O)N1CC2CN(CC2C1)C1=NC(=CC=C1)C ((2,4-Dimethoxy-phenyl)-[5-(6-methyl-pyridin-2-yl)-hexahydro-pyrrolo[3,4-c]pyrrol-2-yl]-methanone). As a reaction SMILES: [CH3:1][O:2][C:3]1[CH:8]=[C:7]([O:9][CH3:10])[CH:6]=[CH:5][C:4]=1[C:11]([N:13]1[CH2:20][CH:19]2[CH:15]([CH2:16][NH:17][CH2:18]2)[CH2:14]1)=[O:12].Cl[C:22]1[CH:27]=[CH:26][CH:25]=[C:24]([CH3:28])[N:23]=1>>[CH3:1][O:2][C:3]1[CH:8]=[C:7]([O:9][CH3:10])[CH:6]=[CH:5][C:4]=1[C:11]([N:13]1[CH2:20][CH:19]2[CH:15]([CH2:16][N:17]([C:22]3[CH:27]=[CH:26][CH:25]=[C:24]([CH3:28])[N:23]=3)[CH2:18]2)[CH2:14]1)=[O:12]. Reported procedure: The title compound was prepared in a manner analogous to Example 15 utilizing Intermediate 38 and 2-chloro-6-methyl-pyridine. MS (ESI): mass calculated for C21H25N3O3, 367.45; m/z found 368.3 [M+H]+. The reactants are CNCC1CCCCC1, O=C(OC(Cl)(Cl)Cl)OC(Cl)(Cl)Cl, ClCCl, c1ccncc1. Product: CN(CC1CCCCC1)C(=O)Cl. As a reaction SMILES: [CH:19]1([CH2:25][NH:26][CH3:27])[CH2:20][CH2:21][CH2:22][CH2:23][CH2:24]1.[Cl:1][C:2]([Cl:3])([O:4][C:5](=[O:6])[O:7][C:8]([Cl:9])([Cl:10])[Cl:11])[Cl:12].[Cl:28][CH2:29][Cl:30].[cH:13]1[cH:14][cH:15][n:16][cH:17][cH:18]1>>[Cl:1][C:2](=[O:4])[N:26]([CH2:25][CH:19]1[CH2:20][CH2:21][CH2:22][CH2:23][CH2:24]1)[CH3:27].